This data is from the Open Reaction Database (ORD), a public repository of structured organic reaction records. The task is: describe an organic reaction: reactants, conditions, products, and yield Product: ClC=1C=C(C=CC1OC(C)C)C1=NC(=NO1)C=1C=CC(=C2C(=CNC12)CCC(=O)OCC)F (Ethyl 3-[7-(5-{3-chloro-4-[(1-methylethyl)oxy]phenyl}-1,2,4-oxadiazol-3-yl)-4-fluoro-1H-indol-3-yl]propanoate). Reactants: FC1=C2C(=CNC2=C(C=C1)/C(=N/[H])/NO)CCC(=O)OCC (Ethyl 3-{4-fluoro-7-[(Z)-(hydroxyamino)(imino)methyl]-1H-indol-3-yl}propanoate), C=1C=CC2=C(C1)N=NN2O (HOBT), CCN=C=NCCCN(C)C (EDCI), ClC=1C=C(C(=O)O)C=CC1OC(C)C (3-chloro-4-[(1-methylethyl)oxy]benzoic acid), CCCC[N+](CCCC)(CCCC)CCCC.[F-] (TBAF). Run in C1CCOC1 (THF), C1CCOC1 (THF). Procedure: HOBT (166 mg) and EDCI (199 mg) were added to a solution of 3-chloro-4-[(1-methylethyl)oxy]benzoic acid (115 mg) in THF (4 mL). The reaction mixture was stirred at RT for 2 hours. Ethyl 3-{4-fluoro-7-[(Z)-(hydroxyamino)(imino)methyl]-1H-indol-3-yl}propanoate (D45) (205 mg) in THF (4 mL) was added. Then stirring continued overnight. TBAF (760 mg) was then added. The reaction vessel was sealed and heated in Biotage Initiator using initial normal to 120° C. for 3 hours. After cooling, the reaction ... Run at time 2 hour. RXN SMILES: C1C=CC2N(O)N=NC=2C=1.CCN=C=NCCCN(C)C.[Cl:22][C:23]1[CH:24]=[C:25]([CH:29]=[CH:30][C:31]=1[O:32][CH:33]([CH3:35])[CH3:34])[C:26]([OH:28])=O.[F:36][C:37]1[CH:45]=[CH:44][C:43](/[C:46](/[NH:49]O)=[N:47]/[H])=[C:42]2[C:38]=1[C:39]([CH2:51][CH2:52][C:53]([O:55][CH2:56][CH3:57])=[O:54])=[CH:40][NH:41]2.CCCC[N+](CCCC)(CCCC)CCCC.[F-]>C1COCC1>[Cl:22][C:23]1[CH:24]=[C:25]([C:26]2[O:28][N:47]=[C:46]([C:43]3[CH:44]=[CH:45][C:37]([F:36])=[C:38]4[C:42]=3[NH:41][CH:40]=[C:39]4[CH2:51][CH2:52][C:53]([O:55][CH2:56][CH3:57])=[O:54])[N:49]=2)[CH:29]=[CH:30][C:31]=1[O:32][CH:33]([CH3:35])[CH3:34] |f:4.5|. Isolated yield 85.4%.